From a dataset of the Open Reaction Database (ORD), a public repository of structured organic reaction records. describe an organic reaction: reactants, conditions, products, and yield Starting materials: CC(C)CC(C(=O)O)NC(=O)C(CC1=CC=CC=C1)NC(=O)CNC(=O)CNC(=O)C(CC2=CC=C(C=C2)O)N (YGGFL), CN(C)CCCN (Dimethylaminopropylamine), C(=S)(N1C=NC=C1)N1C=NC=C1 (Thiocarbonyldiimidazole), peptide, FC(C(=O)O)(F)F (trifluoroacetic acid), peptide, CC(C)CC(C(=O)O)NC(=O)C(CC1=CC=CC=C1)NC(=O)CNC(=O)CNC(=O)C(CC2=CC=C(C=C2)O)N (YGGFL), CN(C)CCCNC(=S)N (dimethylaminopropylthiourea), FC(C(=O)O)(F)F (trifluoroacetic acid), CN(C)CCCN (Dimethylaminopropylamine), C(=S)(N1C=NC=C1)N1C=NC=C1 (1,1'-thiocarbonyldiimidazole), pentapeptide, CC(C)CC(C(=O)O)NC(=O)C(CC1=CC=CC=C1)NC(=O)CNC(=O)CNC(=O)C(CC2=CC=C(C=C2)O)N (YGGFL). Solvent: O (water). Yields the product N[C@@H](CC1=CC=C(C=C1)O)C(=O)O.CN(C)CCCN1C(=S)NC(=O)C1 (dimethylaminopropyl thiohydantoin tyrosine). The yield is 95.0%. RXN SMILES: CC(C[CH:5](NC(C(NC(CNC(CN[C:29]([CH:31]([NH2:40])[CH2:32][C:33]1[CH:38]=[CH:37][C:36]([OH:39])=[CH:35][CH:34]=1)=[O:30])=O)=O)CC1C=CC=CC=1)=O)[C:6](O)=[O:7])C.CN(CCCN)C.C(N1C=CN=C1)(N1C=CN=C1)=S.[CH3:60][N:61]([CH2:63][CH2:64][CH2:65][NH:66][C:67]([NH2:69])=[S:68])[CH3:62].FC(F)(F)C(O)=[O:73]>O>[NH2:40][C@H:31]([C:29]([OH:30])=[O:73])[CH2:32][C:33]1[CH:38]=[CH:37][C:36]([OH:39])=[CH:35][CH:34]=1.[CH3:60][N:61]([CH2:63][CH2:64][CH2:65][N:66]1[CH2:5][C:6](=[O:7])[NH:69][C:67]1=[S:68])[CH3:62] |f:6.7|. Procedure: Reaction of YGGFL with Dimethylaminopropylamine and Thiocarbonyldiimidazole. Dimethylaminopropylamine (1 μmol in 50 μl of DMF) was added to 1,1'-thiocarbonyldiimidazole (1 μmol in 50 μl DMF) and allowed to react for five minutes at 25° C. The pentapeptide, YGGFL (100 nmol in 50 μl DMF), was added and allowed to react for twenty minutes at 25° C. The sample was then taken to dryness in a vacuum centrifuge, redissolved in 0.1% trifluoroacetic acid in water (100 μl), and analyzed by reversed phase ... Starting materials: C(C)OC(=O)CN(CC(C)C(=O)OCC)CC1=CC=CC=C1 (N-ethoxycarbonylmethyl-N-(2-ethoxycarbonylpropyl)benzylamine), CC(C)([O-])C.[K+] (potassium t-butoxide), C(C)(=O)O (acetic acid). Solvent: C1(=CC=CC=C1)C (toluene). Run at time 3 hour. The product is C(C1=CC=CC=C1)N1CC(C(C1)(C)C(=O)OCC)=O (1-benzyl-4-ethoxycarbonyl-4-methyl-3-pyrrolidone). Isolated yield 93.7%. As a reaction SMILES: C([O:3][C:4]([CH2:6][N:7]([CH2:16][C:17]1[CH:22]=[CH:21][CH:20]=[CH:19][CH:18]=1)[CH2:8][CH:9]([C:11]([O:13][CH2:14][CH3:15])=[O:12])[CH3:10])=O)C.CC(C)([O-])C.[K+].C(O)(=O)C>C1(C)C=CC=CC=1>[CH2:16]([N:7]1[CH2:8][C:9]([C:11]([O:13][CH2:14][CH3:15])=[O:12])([CH3:10])[C:4](=[O:3])[CH2:6]1)[C:17]1[CH:22]=[CH:21][CH:20]=[CH:19][CH:18]=1 |f:1.2|. Procedure details: 60.2 g (0.196 mole) of N-ethoxycarbonylmethyl-N-(2-ethoxycarbonylpropyl)benzylamine [prepared as described in Step (2) above] were added dropwise to a suspension of 24.2 g (0.22 mole) of potassium t-butoxide in 300 ml of toluene over a period of 3 hours, whilst keeping the temperature below 6° C. The mixture was then stirred at the same temperature for 3 hours, after which 13 g of acetic acid were added to it. The toluene layer was separated, washed with water and dried, and the solvent was remo... The reactants are CCOC(=O)CCCBr, O=C1CCC(c2ccc(O)c(Cl)c2)=NN1, [K+], [K+], O=C([O-])[O-], CN(C)C=O. Yields the product CCOC(=O)CCCOc1ccc(C2=NNC(=O)CC2)cc1Cl. Reaction SMILES: [Br:22][CH2:23][CH2:24][CH2:25][C:26](=[O:27])[O:28][CH2:29][CH3:30].[Cl:1][c:2]1[cH:3][c:4]([C:9]2=[N:14][NH:13][C:12](=[O:15])[CH2:11][CH2:10]2)[cH:5][cH:6][c:7]1[OH:8].[K+:16].[K+:17].[O-:18][C:19]([O-:20])=[O:21].[O:31]=[CH:32][N:33]([CH3:34])[CH3:35]>>[Cl:1][c:2]1[cH:3][c:4]([C:9]2=[N:14][NH:13][C:12](=[O:15])[CH2:11][CH2:10]2)[cH:5][cH:6][c:7]1[O:8][CH2:23][CH2:24][CH2:25][C:26](=[O:27])[O:28][CH2:29][CH3:30]. As a reaction SMILES: [C:1]([O:4][C:5](=[O:7])[CH3:6])(=[O:3])[CH3:2].CI.[C:10](O)(=[O:12])[CH3:11]>[Pd].C(OC=C)(=O)C>[C:1]([O:4][CH:5]([O:7][C:10](=[O:12])[CH3:11])[CH3:6])(=[O:3])[CH3:2]. Conditions: time 90 minute. Yields the product C(C)(=O)OC(C)OC(C)=O (ethylidene diacetate). Reported procedure: Into an autoclave were charged 135 g of acetic anhydride, 15 g of methyl iodide and 4.5 g of palladium (5%) supported on barium sulfate (Kawaken Finechemical Co.). The reaction was effected for 90 minutes in the same way as in Example 9. GC analysis showed that 0.415 g of vinyl acetate and 14.0 g of ethylidene diacetate were formed with considerable amount of acetic acid. Reagents/catalysts: C(C)(=O)OC=C (vinyl acetate), [Pd] (palladium). The reactants are C(C)(=O)O (acetic acid), C(C)(=O)OC(C)=O (acetic anhydride), CI (methyl iodide). Starting materials: C(#N)[Cu], c1(c(cncc1Br)Br)C. Reagents/catalysts: c1ccc(cc1)-c2c3ccccc3cc4ccccc24 (9-Phenylanthracene), [Pd].P(c1ccccc1)(c1ccccc1)c1ccccc1.P(c1ccccc1)(c1ccccc1)c1ccccc1.P(c1ccccc1)(c1ccccc1)c1ccccc1.P(c1ccccc1)(c1ccccc1)c1ccccc1 (Pd(P(Ph)3)4)). Solvent: CC(=O)N(C)C (DMAc). Run at temperature 120 celsius, time 18 hour. Product: Cc1c(Br)cncc1C#N. Reaction SMILES: [CH3:1][c:2]1[c:8](Br)[cH:7][n:6][cH:5][c:3]1[Br:4].[Cu][C:9]#[N:10]>>[CH3:1][c:2]1[c:8]([C:9]#[N:10])[cH:7][n:6][cH:5][c:3]1[Br:4].